From a dataset of the Open Reaction Database (ORD), a public repository of structured organic reaction records. describe an organic reaction: reactants, conditions, products, and yield Reactants: Cc1nc(-c2ccccc2)c(CBr)o1, CCOC(=O)CC(=O)OCC, CN(C)C=O, [H-], [Na+], O. The product is CCOC(=O)C(Cc1oc(C)nc1-c1ccccc1)C(=O)OCC. Reaction SMILES: [Br:14][CH2:15][c:16]1[c:17](-[c:22]2[cH:23][cH:24][cH:25][cH:26][cH:27]2)[n:18][c:19]([CH3:21])[o:20]1.[C:3]([CH2:4][C:5](=[O:6])[O:7][CH2:8][CH3:9])(=[O:10])[O:11][CH2:12][CH3:13].[CH3:28][N:29]([CH3:30])[CH:31]=[O:32].[H-:1].[Na+:2].[OH2:33]>>[C:3]([CH:4]([C:5](=[O:6])[O:7][CH2:8][CH3:9])[CH2:15][c:16]1[c:17](-[c:22]2[cH:23][cH:24][cH:25][cH:26][cH:27]2)[n:18][c:19]([CH3:21])[o:20]1)(=[O:10])[O:11][CH2:12][CH3:13]. Reactants: C#Cc1[nH]c2cccc3c2c1CC1C3CC(NC(=O)N(CC)CC)CN1C, O=C([O-])[O-], O=C([O-])[O-], CCO, [Ca+2], [Pd+2], c1ccc2ncccc2c1. Yields the product C=Cc1[nH]c2cccc3c2c1CC1C3CC(NC(=O)N(CC)CC)CN1C. As a reaction SMILES: [C:1](#[CH:2])[c:3]1[c:4]2[c:18]3[c:12]([cH:13][cH:14][cH:15][c:16]3[nH:17]1)[CH:11]1[CH:6]([CH2:5]2)[N:7]([CH3:27])[CH2:8][CH:9]([NH:19][C:20]([N:21]([CH2:22][CH3:23])[CH2:24][CH3:25])=[O:26])[CH2:10]1.[C:41](=[O:42])([O-:43])[O-:44].[C:47](=[O:48])([O-:49])[O-:50].[CH3:38][CH2:39][OH:40].[Ca+2:45].[Pd+2:46].[cH:28]1[cH:29][c:30]2[c:31]([n:32][cH:33][cH:34][cH:35]2)[cH:36][cH:37]1>>[CH:1](=[CH2:2])[c:3]1[c:4]2[c:18]3[c:12]([cH:13][cH:14][cH:15][c:16]3[nH:17]1)[CH:11]1[CH:6]([CH2:5]2)[N:7]([CH3:27])[CH2:8][CH:9]([NH:19][C:20]([N:21]([CH2:22][CH3:23])[CH2:24][CH3:25])=[O:26])[CH2:10]1. Reactants: CCCC(=O)Cl, CC(=O)Nc1ccccc1, Cl[Al](Cl)Cl, S=C=S. The product is CCCC(=O)c1ccc(NC(C)=O)cc1. As a reaction SMILES: [C:11]([CH2:12][CH2:13][CH3:14])(=[O:15])[Cl:16].[C:1]([CH3:2])(=[O:3])[NH:4][c:5]1[cH:6][cH:7][cH:8][cH:9][cH:10]1.[Cl:17][Al:18]([Cl:19])[Cl:20].[S:21]=[C:22]=[S:23]>>[C:1]([CH3:2])(=[O:3])[NH:4][c:5]1[cH:6][cH:7][c:8]([C:11]([CH2:12][CH2:13][CH3:14])=[O:15])[cH:9][cH:10]1.